Dataset: the Open Reaction Database (ORD), a public repository of structured organic reaction records. Task: describe an organic reaction: reactants, conditions, products, and yield Reactants: [N+](=O)([O-])C1=CC=C(C=C1)C1=NC=CC=2C(=CC=CC12)CC(=O)O (1-(4-Nitrophenyl)isoquinoline-5-acetic acid), C(C)O (ethanol), S(O)(O)(=O)=O (sulfuric acid). RXN SMILES: [N+:1]([C:4]1[CH:9]=[CH:8][C:7]([C:10]2[C:19]3[CH:18]=[CH:17][CH:16]=[C:15]([CH2:20][C:21]([OH:23])=[O:22])[C:14]=3[CH:13]=[CH:12][N:11]=2)=[CH:6][CH:5]=1)([O-:3])=[O:2].S(=O)(=O)(O)O.[CH2:29](O)[CH3:30]>>[N+:1]([C:4]1[CH:5]=[CH:6][C:7]([C:10]2[C:19]3[CH:18]=[CH:17][CH:16]=[C:15]([CH2:20][C:21]([O:23][CH2:29][CH3:30])=[O:22])[C:14]=3[CH:13]=[CH:12][N:11]=2)=[CH:8][CH:9]=1)([O-:3])=[O:2]. Yields the product [N+](=O)([O-])C1=CC=C(C=C1)C1=NC=CC=2C(=CC=CC12)CC(=O)OCC (ethyl 1-(4-nitrophenyl)isoquinoline-5-acetate). Procedure: 1-(4-Nitrophenyl)isoquinoline-5-acetic acid (5.0 g) was dissolved in 300 ml of ethanol, and 4.0 ml of conc. sulfuric acid was added. The mixture was heated for 6 hours. After the reaction, the solvent was distilled off. Benzene was added to the residue. It was washed in water and dried. The solvent was distilled off, and the residue was recrystallized from ethanehexane to afford 4.8 g of ethyl 1-(4-nitrophenyl)isoquinoline-5-acetate as colorless needles having a melting point of 89.5° to 90.5° C... Starting materials: CCN=C=NCCCN(C)C, CC#N, Cl, O=C(O)c1ccc(F)c2ccccc12, NC(Cc1ccc(C(F)(F)F)cc1)C(O)c1ccc(Cl)nc1, O, On1nnc2ccccc21. The product is O=C(NC(Cc1ccc(C(F)(F)F)cc1)C(O)c1ccc(Cl)nc1)c1ccc(F)c2ccccc12. As a reaction SMILES: [CH2:38]([N:39]=[C:40]=[N:41][CH2:42][CH2:43][CH2:44][N:45]([CH3:46])[CH3:47])[CH3:48].[CH3:59][C:60]#[N:61].[ClH:37].[F:23][c:24]1[cH:25][cH:26][c:27]([C:34](=[O:35])[OH:36])[c:28]2[cH:29][cH:30][cH:31][cH:32][c:33]12.[NH2:1][CH:2]([CH:3]([OH:4])[c:5]1[cH:6][n:7][c:8]([Cl:11])[cH:9][cH:10]1)[CH2:12][c:13]1[cH:14][cH:15][c:16]([C:19]([F:20])([F:21])[F:22])[cH:17][cH:18]1.[OH2:62].[OH:49][n:50]1[c:51]2[cH:52][cH:53][cH:54][cH:55][c:56]2[n:57][n:58]1>>[NH:1]([CH:2]([CH:3]([OH:4])[c:5]1[cH:6][n:7][c:8]([Cl:11])[cH:9][cH:10]1)[CH2:12][c:13]1[cH:14][cH:15][c:16]([C:19]([F:20])([F:21])[F:22])[cH:17][cH:18]1)[C:34]([c:27]1[cH:26][cH:25][c:24]([F:23])[c:33]2[c:28]1[cH:29][cH:30][cH:31][cH:32]2)=[O:35]. Reactants: ClC=1C=C(C=CC1F)NC1=NC=NC2=CC(=C(C=C12)N)OCCOC (N4-(3-chloro-4-fluorophenyl)-7-(2-methoxy)ethoxyquinazoline-4,6-diamine), ClC1=NC=NC2=CC(=C(C=C12)[N+](=O)[O-])OC (4-chloro-7-methoxy-6-nitro-quinazoline), ClC1=C(N)C=C(C(=C1)Cl)OC (2,4-dichloro-5-methoxyaniline). Yields the product ClC1=C(C=C(C(=C1)Cl)OC)NC1=NC=NC2=CC(=C(C=C12)N)OC (N4-(2,4-dichloro-5-methoxyphenyl)-7-methoxyquinazoline-4,6-diamine). As a reaction SMILES: ClC1C=C(NC2C3C(=CC(OCCOC)=C(N)C=3)N=CN=2)C=CC=1F.Cl[C:27]1[C:36]2[C:31](=[CH:32][C:33]([O:40][CH3:41])=[C:34]([N+:37]([O-])=O)[CH:35]=2)[N:30]=[CH:29][N:28]=1.[Cl:42][C:43]1[CH:49]=[C:48]([Cl:50])[C:47]([O:51][CH3:52])=[CH:46][C:44]=1[NH2:45]>>[Cl:42][C:43]1[CH:49]=[C:48]([Cl:50])[C:47]([O:51][CH3:52])=[CH:46][C:44]=1[NH:45][C:27]1[C:36]2[C:31](=[CH:32][C:33]([O:40][CH3:41])=[C:34]([NH2:37])[CH:35]=2)[N:30]=[CH:29][N:28]=1. Procedure: Starting material: N4-(2,4-dichloro-5-methoxyphenyl)-7-methoxyquinazoline-4,6-diamine was prepared according to the same method of preparation of N4-(3-chloro-4-fluorophenyl)-7-(2-methoxy)ethoxyquinazoline-4,6-diamine in WO2008/33747, but the starting material was 4-chloro-7-methoxy-6-nitro-quinazoline and 2,4-dichloro-5-methoxyaniline; other starting materials were prepared as example 1. The reactants are [N+](=O)([O-])C1=C(NC2=C(C3=C(S2)C=CC=C3)C(=O)OCC)C=CC=C1 (Ethyl 2-(2-nitroanilino)benzo[b]thiophene-3-carboxylate), CI (Methyl iodide), CC(C)([O-])C.[K+] (potassium tert-butoxide). Solvent: CN(C=O)C (N,N-dimethylformamide). Run at temperature 0 celsius, time 5 minute. The product is dihydrate, NC1=C(N(C)C2=C(C3=C(S2)C=CC=C3)C(=O)OCC)C=CC=C1 (ethyl 2-(2-amino-N-methylanilino)benzo[b]thiophene-3-carboxylate). The yield is 55.9%. RXN SMILES: [N+:1]([C:4]1[CH:24]=[CH:23][CH:22]=[CH:21][C:5]=1[NH:6][C:7]1[S:11][C:10]2[CH:12]=[CH:13][CH:14]=[CH:15][C:9]=2[C:8]=1[C:16]([O:18][CH2:19][CH3:20])=[O:17])([O-])=O.[CH3:25]C(C)([O-])C.[K+].CI>CN(C)C=O>[NH2:1][C:4]1[CH:24]=[CH:23][CH:22]=[CH:21][C:5]=1[N:6]([C:7]1[S:11][C:10]2[CH:12]=[CH:13][CH:14]=[CH:15][C:9]=2[C:8]=1[C:16]([O:18][CH2:19][CH3:20])=[O:17])[CH3:25] |f:1.2|. Procedure: Ethyl 2-(2-nitroanilino)benzo[b]thiophene-3-carboxylate (6.0 g) was dissolved in N,N-dimethylformamide (120 ml) and the mixture was stirred at 0° C., during which potassium tert-butoxide (3.0 g) was added portionwise. Methyl iodide (12.4 g) was added dropwise under ice-cooling and the mixture was stirred at 0° C. for 5 min and heated to room temperature. The reaction mixture was extracted with ethyl acetate, washed with saturated brine and dried over anhydrous magnesium sulfate. After natural fi... The reactants are CC#N, COc1ccc(B(O)O)cc1, CC(C)(C)OC(=O)N1CCC(F)(CNc2cc(Cl)ncc2I)CC1, [Na+], [Na+], O=C([O-])[O-], c1ccc(P(c2ccccc2)(c2ccccc2)[Pd](P(c2ccccc2)(c2ccccc2)c2ccccc2)(P(c2ccccc2)(c2ccccc2)c2ccccc2)P(c2ccccc2)(c2ccccc2)c2ccccc2)cc1. Yields the product COc1ccc(-c2cnc(Cl)cc2NCC2(F)CCN(C(=O)OC(C)(C)C)CC2)cc1. Reaction SMILES: [CH3:119][C:120]#[N:121].[CH3:31][O:32][c:33]1[cH:34][cH:35][c:36]([B:39]([OH:40])[OH:41])[cH:37][cH:38]1.[Cl:7][c:8]1[n:9][cH:10][c:11]([I:30])[c:12]([NH:14][CH2:15][C:16]2([F:29])[CH2:17][CH2:18][N:19]([C:22](=[O:23])[O:24][C:25]([CH3:26])([CH3:27])[CH3:28])[CH2:20][CH2:21]2)[cH:13]1.[Na+:1].[Na+:2].[O-:3][C:4](=[O:5])[O-:6].[cH:42]1[cH:43][cH:44][c:45]([P:46]([Pd:47]([P:48]([c:49]2[cH:50][cH:51][cH:52][cH:53][cH:54]2)([c:55]2[cH:56][cH:57][cH:58][cH:59][cH:60]2)[c:61]2[cH:62][cH:63][cH:64][cH:65][cH:66]2)([P:67]([c:68]2[cH:69][cH:70][cH:71][cH:72][cH:73]2)([c:74]2[cH:75][cH:76][cH:77][cH:78][cH:79]2)[c:80]2[cH:81][cH:82][cH:83][cH:84][cH:85]2)[P:86]([c:87]2[cH:88][cH:89][cH:90][cH:91][cH:92]2)([c:93]2[cH:94][cH:95][cH:96][cH:97][cH:98]2)[c:99]2[cH:100][cH:101][cH:102][cH:103][cH:104]2)([c:105]2[cH:106][cH:107][cH:108][cH:109][cH:110]2)[c:111]2[cH:112][cH:113][cH:114][cH:115][cH:116]2)[cH:117][cH:118]1>>[Cl:7][c:8]1[n:9][cH:10][c:11](-[c:36]2[cH:35][cH:34][c:33]([O:32][CH3:31])[cH:38][cH:37]2)[c:12]([NH:14][CH2:15][C:16]2([F:29])[CH2:17][CH2:18][N:19]([C:22](=[O:23])[O:24][C:25]([CH3:26])([CH3:27])[CH3:28])[CH2:20][CH2:21]2)[cH:13]1. The reactants are O=C1[C@H]([C@@H](CC1)C=C[Sn](CCCC)(CCCC)CCCC)CCCCCCC(=O)O (trans-7-[2-Oxo-5-(2-tributylstannanyl-vinyl)-cyclopentyl]-heptanoic acid), C(CCl)Cl (EDC), O=C1[C@H]([C@@H](CC1)C=C[Sn](CCCC)(CCCC)CCCC)CCCCCCC(=O)O (trans-7-[2-oxo-5-(2-tributylstannanyl-vinyl)-cyclopentyl]-heptanoic acid), resin, C(C)(C)N(CC)C(C)C (diisopropylethylamine). Reagents/catalysts: CN(C1=CC=NC=C1)C (4-dimethylaminopyridine). Run in ClCCl (dichloromethane). Reaction conditions: time 1 hour. Yields the product COC(CCCCCC[C@@H]1C(CC[C@H]1C=C[Sn](CCCC)(CCCC)CCCC)=O)=O (Trans-7-[2-oxo-5-(2-tributylstannanyl-vinyl)-cyclopentyl]-heptanoic acid methyl ester). Reaction SMILES: [O:1]=[C:2]1[CH2:6][CH2:5][C@@H:4]([CH:7]=[CH:8][Sn:9]([CH2:18][CH2:19][CH2:20][CH3:21])([CH2:14][CH2:15][CH2:16][CH3:17])[CH2:10][CH2:11][CH2:12][CH3:13])[C@@H:3]1[CH2:22][CH2:23][CH2:24][CH2:25][CH2:26][CH2:27][C:28]([OH:30])=[O:29].[CH:31](N(C(C)C)CC)(C)C.C(Cl)CCl>CN(C)C1C=CN=CC=1.ClCCl>[CH3:31][O:29][C:28](=[O:30])[CH2:27][CH2:26][CH2:25][CH2:24][CH2:23][CH2:22][C@H:3]1[C@H:4]([CH:7]=[CH:8][Sn:9]([CH2:14][CH2:15][CH2:16][CH3:17])([CH2:10][CH2:11][CH2:12][CH3:13])[CH2:18][CH2:19][CH2:20][CH3:21])[CH2:5][CH2:6][C:2]1=[O:1]. Reported procedure: Wang resin bound trans-7-[2-Oxo-5-(2-tributylstannanyl-vinyl)-cyclopentyl]-heptanoic acid. A dichloromethane (5 mL) solution of trans-7-[2-oxo-5-(2-tributylstannanyl-vinyl)-cyclopentyl]-heptanoic acid of Step E (6.35 g, 12.05 mmol, 3 eq) was added to the Wang resin (5.66 g, 4.02 mmol, 1 eq) along with diisopropylethylamine (6.23 g, 48.20 mmol, 12 eq). The mixture was allowed to swell for 1 hour, and EDC (2.31 g, 12.05 mmol, 3 eq) was added followed by 4-dimethylaminopyridine (catalytic amount ab... The reactants are COC1=CC=C(C=C1)SC=1C=C(C=O)C=CC1 (3-[(4-methoxyphenyl)sulfanyl]benzaldehyde), [C@@H]1(CCCC2=CC=CC=C12)N ((1S)-1,2,3,4-tetrahydro-1-naphthalenylamine). The product is COC1=CC=C(C=C1)SC=1C=C(CN[C@H]2CCCC3=CC=CC=C23)C=CC1 (N-{3-[(4-methoxyphenyl)sulfanyl]benzyl}-N-[(1S)-1,2,3,4-tetrahydro-1-naphthalenyl]amine). As a reaction SMILES: [CH3:1][O:2][C:3]1[CH:8]=[CH:7][C:6]([S:9][C:10]2[CH:11]=[C:12]([CH:15]=[CH:16][CH:17]=2)[CH:13]=O)=[CH:5][CH:4]=1.[C@@H:18]1([NH2:28])[C:27]2[C:22](=[CH:23][CH:24]=[CH:25][CH:26]=2)[CH2:21][CH2:20][CH2:19]1>>[CH3:1][O:2][C:3]1[CH:8]=[CH:7][C:6]([S:9][C:10]2[CH:11]=[C:12]([CH:15]=[CH:16][CH:17]=2)[CH2:13][NH:28][C@@H:18]2[C:27]3[C:22](=[CH:23][CH:24]=[CH:25][CH:26]=3)[CH2:21][CH2:20][CH2:19]2)=[CH:5][CH:4]=1. Reported procedure: The product from Example 72A and (1S)-1,2,3,4-tetrahydro-1-naphthalenylamine were processed as described in Example 1A to provide the title compound. Reported procedure: 5-(Bromomethyl)-2,2-dimethyltetrahydrofuran (36 g, 186 mmol) in DMF (300 ml) was treated with solid sodium azide (12.73 g, 196 mmol) and heated at 90° C. for 4 hrs. The mixture was allowed to cool to RT and partitioned between water (1.5 l) and ether (2×500 ml). The ether layer was separated and washed with (0.5M) LiCl (500 ml), dried MgSO4, filtered and evaporated to afford the title compound; Conditions: temperature 90 celsius. RXN SMILES: Br[CH2:2][CH:3]1[O:7][C:6]([CH3:9])([CH3:8])[CH2:5][CH2:4]1.[N-:10]=[N+:11]=[N-:12].[Na+]>CN(C=O)C>[N:10]([CH2:2][CH:3]1[O:7][C:6]([CH3:9])([CH3:8])[CH2:5][CH2:4]1)=[N+:11]=[N-:12] |f:1.2|. The solvent is CN(C)C=O (DMF). Product: N(=[N+]=[N-])CC1CCC(O1)(C)C (5-(Azidomethyl)-2,2-dimethyltetrahydrofuran). Starting materials: BrCC1CCC(O1)(C)C (5-(Bromomethyl)-2,2-dimethyltetrahydrofuran), [N-]=[N+]=[N-].[Na+] (sodium azide). Starting materials: ClC1=CC=C(C(C(=O)NCCCN(CC)CC)=C1)O (5-chloro-N-[3-(diethylamino)propyl]salicylamide), O1OOCCC1 (trioxane). The solvent is FC(C(=O)O)(F)F (trifluoroacetic acid). Reaction conditions: time 16 hour. The product is ClC=1C=CC2=C(C(N(CO2)CCCN(CC)CC)=O)C1 (6-chloro-3-[3-(diethylamino)propyl]-2,3-dihydro-4H-1,3-benzoxazin-4-one). As a reaction SMILES: [Cl:1][C:2]1[CH:18]=[C:6]([C:7]([NH:9][CH2:10][CH2:11][CH2:12][N:13]([CH2:16][CH3:17])[CH2:14][CH3:15])=[O:8])[C:5]([OH:19])=[CH:4][CH:3]=1.O1CC[CH2:23]OO1>FC(F)(F)C(O)=O>[Cl:1][C:2]1[CH:3]=[CH:4][C:5]2[O:19][CH2:23][N:9]([CH2:10][CH2:11][CH2:12][N:13]([CH2:16][CH3:17])[CH2:14][CH3:15])[C:7](=[O:8])[C:6]=2[CH:18]=1. Reported procedure: 1.70 Grammes (6.0 mmoles) of 5-chloro-N-[3-(diethylamino)propyl]salicylamide and 540 milligrammes (6.0 mmoles) of trioxane are dissolved in 30 ml of trifluoroacetic acid and thereaction mixture is kept at room temperature for 16 hours.